Dataset: the Open Reaction Database (ORD), a public repository of structured organic reaction records. Task: describe an organic reaction: reactants, conditions, products, and yield Starting materials: [C-]#N, CC(C)(CO[Si](C)(C)C(C)(C)C)COS(C)(=O)=O, CS(C)=O, [K+], O. Yields the product CC(C)(CC#N)CO[Si](C)(C)C(C)(C)C. RXN SMILES: [C-:19]#[N:20].[C:1]([CH3:2])([CH3:3])([CH3:4])[Si:5]([O:6][CH2:7][C:8]([CH2:9][O:10][S:11]([CH3:12])(=[O:13])=[O:14])([CH3:15])[CH3:16])([CH3:17])[CH3:18].[CH3:23][S:24](=[O:25])[CH3:26].[K+:21].[OH2:22]>>[C:1]([CH3:2])([CH3:3])([CH3:4])[Si:5]([O:6][CH2:7][C:8]([CH2:9][C:19]#[N:20])([CH3:15])[CH3:16])([CH3:17])[CH3:18]. The reactants are C1CCOC1, COC(=O)CCCc1ccccc1Nc1ncnc2oc(-c3ccccc3)c(-c3ccc(OC)cc3)c12, [Na+], [OH-]. The product is COc1ccc(-c2c(-c3ccccc3)oc3ncnc(Nc4ccccc4CCCC(=O)O)c23)cc1. RXN SMILES: [CH2:40]1[O:41][CH2:42][CH2:43][CH2:44]1.[CH3:1][O:2][C:3]([CH2:4][CH2:5][CH2:6][c:7]1[c:8]([NH:13][c:14]2[c:15]3[c:16]([n:17][cH:18][n:19]2)[o:20][c:21](-[c:31]2[cH:32][cH:33][cH:34][cH:35][cH:36]2)[c:22]3-[c:23]2[cH:24][cH:25][c:26]([O:29][CH3:30])[cH:27][cH:28]2)[cH:9][cH:10][cH:11][cH:12]1)=[O:37].[Na+:39].[OH-:38]>>[O:2]=[C:3]([CH2:4][CH2:5][CH2:6][c:7]1[c:8]([NH:13][c:14]2[c:15]3[c:16]([n:17][cH:18][n:19]2)[o:20][c:21](-[c:31]2[cH:32][cH:33][cH:34][cH:35][cH:36]2)[c:22]3-[c:23]2[cH:24][cH:25][c:26]([O:29][CH3:30])[cH:27][cH:28]2)[cH:9][cH:10][cH:11][cH:12]1)[OH:37]. Reactants: C1CCOC1, COC(=O)C(Cc1ccc(NC(=O)c2c(Cl)cccc2Cl)cc1)NC(=O)c1ccc(N)cc1Cl, CC(=O)O, [Li+], [OH-], O, O. Product: Nc1ccc(C(=O)NC(Cc2ccc(NC(=O)c3c(Cl)cccc3Cl)cc2)C(=O)O)c(Cl)c1. As a reaction SMILES: [CH2:42]1[O:43][CH2:44][CH2:45][CH2:46]1.[CH3:1][O:2][C:3]([CH:4]([NH:5][C:6](=[O:7])[c:8]1[c:9]([Cl:15])[cH:10][c:11]([NH2:14])[cH:12][cH:13]1)[CH2:16][c:17]1[cH:18][cH:19][c:20]([NH:23][C:24](=[O:25])[c:26]2[c:27]([Cl:33])[cH:28][cH:29][cH:30][c:31]2[Cl:32])[cH:21][cH:22]1)=[O:34].[CH3:38][C:39](=[O:40])[OH:41].[Li+:36].[OH-:35].[OH2:37].[OH2:47]>>[O:2]=[C:3]([CH:4]([NH:5][C:6](=[O:7])[c:8]1[c:9]([Cl:15])[cH:10][c:11]([NH2:14])[cH:12][cH:13]1)[CH2:16][c:17]1[cH:18][cH:19][c:20]([NH:23][C:24](=[O:25])[c:26]2[c:27]([Cl:33])[cH:28][cH:29][cH:30][c:31]2[Cl:32])[cH:21][cH:22]1)[OH:34]. Reactants: C1=CC(=CC=C1N)O (p-aminophenol), C(CCCCCCCCCCCCCCCC)(=O)Cl (Heptadecanoyl chloride), Cl (hydrochloric acid). Solvent: C(C)C(=O)C (methyl ethyl ketone). Run at temperature 70 celsius. Product: OC1=CC=C(NC(CCCCCCCCCCCCCCCC)=O)C=C1 (4'-hydroxy-n-heptadecananilide). Yield: 78.9%. RXN SMILES: [CH:1]1[C:6]([NH2:7])=[CH:5][CH:4]=[C:3]([OH:8])[CH:2]=1.[C:9](Cl)(=[O:26])[CH2:10][CH2:11][CH2:12][CH2:13][CH2:14][CH2:15][CH2:16][CH2:17][CH2:18][CH2:19][CH2:20][CH2:21][CH2:22][CH2:23][CH2:24][CH3:25].Cl>C(C(C)=O)C>[OH:8][C:3]1[CH:4]=[CH:5][C:6]([NH:7][C:9](=[O:26])[CH2:10][CH2:11][CH2:12][CH2:13][CH2:14][CH2:15][CH2:16][CH2:17][CH2:18][CH2:19][CH2:20][CH2:21][CH2:22][CH2:23][CH2:24][CH3:25])=[CH:1][CH:2]=1. Procedure details: Under a nitrogen atmosphere, p-aminophenol (109 g) was suspended in methyl ethyl ketone (2000 ml) and the suspension was heated to 70° C. Heptadecanoyl chloride (152 g) was added to the suspension with vigorous stirring, followed by refluxing with heating for 2 hours. A 5% aqueous hydrochloric acid solution (500 ml) was added to the resulting reaction mixture with vigorous stirring. The reaction mixture was cooled to room temperature to precipitate a white crystal. This crystal was filtered off ... Starting materials: COC=1C(=CC2=C(C(=N[C@H]3CCN(C[C@@H]23)C)C2=CC=C(C=C2)[N+](=O)[O-])C1)OC (cis-1,2,3,4,4a,10b-hexahydro-8,9-dimethoxy-2-methyl-6-(4-nitrophenyl)-benzo[c][1,6]naphthyridine), Cl (hydrochloric acid), [OH-].[Na+] (caustic soda). Reagents/catalysts: [Fe] (iron). Run in C(C)O (ethanol), O (water), O (water), C(C)O (ethanol). Product: NC1=CC=C(C=C1)C1=N[C@H]2CCN(C[C@H]2C2=C1C=C(C(=C2)OC)OC)C (cis-6-(4-Aminophenyl)-1,2,3,4,4a,10b-hexahydro-8,9-dimethoxy-2-methyl-benzo[c][1,6]naphthyridine). RXN SMILES: [CH3:1][O:2][C:3]1[C:4]([O:27][CH3:28])=[CH:5][C:6]2[C@H:15]3[C@H:10]([CH2:11][CH2:12][N:13]([CH3:16])[CH2:14]3)[N:9]=[C:8]([C:17]3[CH:22]=[CH:21][C:20]([N+:23]([O-])=O)=[CH:19][CH:18]=3)[C:7]=2[CH:26]=1.Cl.[OH-].[Na+]>C(O)C.O.[Fe]>[NH2:23][C:20]1[CH:21]=[CH:22][C:17]([C:8]2[C:7]3[CH:26]=[C:3]([O:2][CH3:1])[C:4]([O:27][CH3:28])=[CH:5][C:6]=3[C@H:15]3[C@H:10]([CH2:11][CH2:12][N:13]([CH3:16])[CH2:14]3)[N:9]=2)=[CH:18][CH:19]=1 |f:2.3|. Procedure details: 2,7 g of iron turnings are added to a hot solution of 2.0 g of cis-1,2,3,4,4a,10b-hexahydro-8,9-dimethoxy-2-methyl-6-(4-nitrophenyl)-benzo[c][1,6]naphthyridine in 40 cc of ethanol and 13 cc of water. A mixture of 13 cc of ethanol, 3 cc of water and 0.7 cc of 2 N hydrochloric acid is added dropwise within 40 minutes while heating, and the reaction mixture is boiled under reflux for a further 3 hours. 1 cc of a 2 N caustic soda solution is then added, filtration is effected and the filtrate is con... Reactants: CC(=O)C1=C(C=CC(=C1)OCC(F)(F)F)OCC(F)(F)F (2,5-bis(2,2,2-trifluoroethoxy)acetophenone), ClC1=CC=C(C=O)C=C1 (4-chlorobenzaldehyde), CO (methanol), [OH-].[Na+] (NaOH). Solvent: C(C)(=O)OCC (ethyl acetate). Yields the product FC(COC1=C(C=C(C=C1)OCC(F)(F)F)C(C=CC1=CC=C(C=C1)Cl)=O)(F)F (1-[2,5-Bis(2,2,2-trifluoroethoxy)phenyl]-3-(4-chlorophenyl)-2-propen-1-one), solid. The yield is 51.0%. RXN SMILES: [CH3:1][C:2]([C:4]1[CH:9]=[C:8]([O:10][CH2:11][C:12]([F:15])([F:14])[F:13])[CH:7]=[CH:6][C:5]=1[O:16][CH2:17][C:18]([F:21])([F:20])[F:19])=[O:3].[Cl:22][C:23]1[CH:30]=[CH:29][C:26]([CH:27]=O)=[CH:25][CH:24]=1.CO.[OH-].[Na+]>C(OCC)(=O)C>[F:21][C:18]([F:19])([F:20])[CH2:17][O:16][C:5]1[CH:6]=[CH:7][C:8]([O:10][CH2:11][C:12]([F:13])([F:14])[F:15])=[CH:9][C:4]=1[C:2](=[O:3])[CH:1]=[CH:27][C:26]1[CH:29]=[CH:30][C:23]([Cl:22])=[CH:24][CH:25]=1 |f:3.4|. Procedure: The title compound was prepared by stirring a mixture of 2,5-bis(2,2,2-trifluoroethoxy)acetophenone (200 mg, 0.633 mmol), 4-chlorobenzaldehyde (89 mg, 0.633 mmol), methanol (5 ml) and saturated NaOH (200 ul) at room temperature for 4 h. The mixture was diluted with ethyl acetate (100 ml), wash with water (50 ml) and saturated aqueous NaCl (50 ml), dried over anhydrous sodium sulfate and concentrated in vacuo. The residue was purified by column chromatography using hexane:ethyl acetate (5:1, 4:1)... The reactants are CSC1=NCCC[C@@]1(C(=O)OCC)OC1=CC(=C(C(=C1)F)F)F (ethyl (3S)-2-(methylsulfanyl)-3-(3,4,5-trifluorophenoxy)-3,4,5,6-tetrahydropyridine-3-carboxylate), COC=1C=C(C(=O)NN)C=CC1C1=CN=C(O1)C (3-methoxy-4-(2-methyl-1, 3-oxazol-5-yl)benzohydrazide), C(C)(=O)O (acetic acid). The solvent is C(C)(=O)OCC (ethyl acetate). Conditions: temperature 100 celsius, time 3 hour. Yields the product COC=1C=C(C=CC1C1=CN=C(O1)C)C1=NN=C2N1CCC[C@@]2(C(=O)OCC)OC2=CC(=C(C(=C2)F)F)F (ethyl (8R)-3-[3-methoxy-4-(2-methyl-1,3-oxazol-5-yl)phenyl]-8-(3,4,5-trifluorophenoxy)-5,6,7,8-tetrahydro[1,2,4]triazolo[4,3-a]pyridine-8-carboxylate). Yield: 87.4%. As a reaction SMILES: CS[C:3]1[C@@:8]([O:14][C:15]2[CH:20]=[C:19]([F:21])[C:18]([F:22])=[C:17]([F:23])[CH:16]=2)([C:9]([O:11][CH2:12][CH3:13])=[O:10])[CH2:7][CH2:6][CH2:5][N:4]=1.[CH3:24][O:25][C:26]1[CH:27]=[C:28]([CH:33]=[CH:34][C:35]=1[C:36]1[O:40][C:39]([CH3:41])=[N:38][CH:37]=1)[C:29]([NH:31][NH2:32])=O.C(O)(=O)C>C(OCC)(=O)C>[CH3:24][O:25][C:26]1[CH:27]=[C:28]([C:29]2[N:4]3[CH2:5][CH2:6][CH2:7][C@:8]([O:14][C:15]4[CH:20]=[C:19]([F:21])[C:18]([F:22])=[C:17]([F:23])[CH:16]=4)([C:9]([O:11][CH2:12][CH3:13])=[O:10])[C:3]3=[N:32][N:31]=2)[CH:33]=[CH:34][C:35]=1[C:36]1[O:40][C:39]([CH3:41])=[N:38][CH:37]=1. Procedure details: To ethyl (3S)-2-(methylsulfanyl)-3-(3,4,5-trifluorophenoxy)-3,4,5,6-tetrahydropyridine-3-carboxylate (702 mg) and 3-methoxy-4-(2-methyl-1, 3-oxazol-5-yl)benzohydrazide (500 mg) was added acetic acid (3 mL), and the mixture was stirred at 100° C. for 3 hr. The reaction mixture was diluted with ethyl acetate, and the mixture was washed with 10% aqueous potassium carbonate solution and saturated brine, dried over anhydrous sodium sulfate, and purified by silica gel column chromatography (NH, ethyl ... Reactants: CC(C)c1cc(O)ccc1Br, CC(C)(C)[Si](C)(C)Cl, CN(C)C=O, O, c1c[nH]cn1. Yields the product CC(C)c1cc(O[Si](C)(C)C(C)(C)C)ccc1Br. RXN SMILES: [Br:1][c:2]1[c:3]([CH:9]([CH3:10])[CH3:11])[cH:4][c:5]([OH:8])[cH:6][cH:7]1.[Cl:12][Si:13]([CH3:14])([CH3:15])[C:16]([CH3:17])([CH3:18])[CH3:19].[O:25]=[CH:26][N:27]([CH3:28])[CH3:29].[OH2:30].[nH:20]1[cH:21][cH:22][n:23][cH:24]1>>[Br:1][c:2]1[c:3]([CH:9]([CH3:10])[CH3:11])[cH:4][c:5]([O:8][Si:13]([CH3:14])([CH3:15])[C:16]([CH3:17])([CH3:18])[CH3:19])[cH:6][cH:7]1.